This data is from the Open Reaction Database (ORD), a public repository of structured organic reaction records. The task is: describe an organic reaction: reactants, conditions, products, and yield The reactants are CCOCCOc1ccc(OB([O-])[O-])cc1, COC(=O)C1=Cc2cc(Br)ccc2S(=O)(=O)CC1, O=C([O-])[O-], CCO, [K+], [K+], O, O, Cc1ccccc1. Yields the product CCOCCOc1ccc(-c2ccc3c(c2)C=C(C(=O)OC)CCS3(=O)=O)cc1. Reaction SMILES: [B:30]([O-:31])([O-:44])[O:45][c:32]1[cH:33][cH:34][c:35]([O:38][CH2:39][CH2:40][O:41][CH2:42][CH3:43])[cH:36][cH:37]1.[Br:1][c:2]1[cH:3][cH:4][c:5]2[c:6]([cH:18]1)[CH:7]=[C:8]([C:14](=[O:15])[O:16][CH3:17])[CH2:9][CH2:10][S:11]2(=[O:12])=[O:13].[C:46](=[O:47])([O-:48])[O-:49].[CH2:20]([OH:21])[CH3:22].[K+:50].[K+:51].[OH2:19].[OH2:52].[c:23]1([CH3:24])[cH:25][cH:26][cH:27][cH:28][cH:29]1>>[c:2]1(-[c:32]2[cH:33][cH:34][c:35]([O:38][CH2:39][CH2:40][O:41][CH2:42][CH3:43])[cH:36][cH:37]2)[cH:3][cH:4][c:5]2[c:6]([cH:18]1)[CH:7]=[C:8]([C:14](=[O:15])[O:16][CH3:17])[CH2:9][CH2:10][S:11]2(=[O:12])=[O:13]. Starting materials: Cl (hydrochloric acid), C(C)OC(=O)C=1C=C2C(CC(NC2=CC1)C1=C(C=CC(=C1)N1CCOCC1)C)(C)C (4,4-dimethyl-2-(2-methyl-5-morpholin-4-yl-phenyl)-1,2,3,4-tetrahydro-quinoline-6-carboxylic acid ethyl ester), [OH-].[Na+] (sodium hydroxide). Run in CO (methanol), O1CCCC1 (tetrahydrofuran), O (water). Reaction conditions: temperature 60 celsius, time 3 hour. Yields the product CC1(CC(NC2=CC=C(C=C12)C(=O)O)C1=C(C=CC(=C1)N1CCOCC1)C)C (4,4-dimethyl-2-(2-methyl-5-morpholin-4-yl-phenyl)-1,2,3,4-tetrahydro-quinoline-6-carboxylic acid). Isolated yield 80.9%. RXN SMILES: C([O:3][C:4]([C:6]1[CH:7]=[C:8]2[C:13](=[CH:14][CH:15]=1)[NH:12][CH:11]([C:16]1[CH:21]=[C:20]([N:22]3[CH2:27][CH2:26][O:25][CH2:24][CH2:23]3)[CH:19]=[CH:18][C:17]=1[CH3:28])[CH2:10][C:9]2([CH3:30])[CH3:29])=[O:5])C.[OH-].[Na+].Cl>CO.O1CCCC1.O>[CH3:29][C:9]1([CH3:30])[C:8]2[C:13](=[CH:14][CH:15]=[C:6]([C:4]([OH:5])=[O:3])[CH:7]=2)[NH:12][CH:11]([C:16]2[CH:21]=[C:20]([N:22]3[CH2:27][CH2:26][O:25][CH2:24][CH2:23]3)[CH:19]=[CH:18][C:17]=2[CH3:28])[CH2:10]1 |f:1.2|. Reported procedure: To a stirred mixture solution of 4,4-dimethyl-2-(2-methyl-5-morpholin-4-yl-phenyl)-1,2,3,4-tetrahydro-quinoline-6-carboxylic acid ethyl ester (3.2 g, 7.8 mmol) in methanol (50 mL) and tetrahydrofuran (50 mL) was added 30% sodium hydroxide in water (10 mL). The reaction mixture was stirred at 60° C. for 3 h. The mixture was neutralized with a 3 N aqueous hydrochloric acid solution and extracted with ethyl acetate (2×100 mL), washed with water, dried over anhydrous sodium sulfate and then concentr... Reactants: COC1=CC=C2C(=C(NC2=C1)C1=CC=CC=C1)CC1=CC=CC(=N1)C(=O)O (6-(6-methoxy-2-phenyl-1H-indol-3-ylmethyl)pyridine-2-carboxylic acid), C([O-])([O-])=O.[K+].[K+] (potassium carbonate), C(C1=CC=CC=C1)Br (benzyl bromide). The solvent is CN(C=O)C (N,N-dimethylformamide), O (water). Reaction conditions: time 3 hour. Yields the product COC1=CC=C2C(=C(NC2=C1)C1=CC=CC=C1)CC1=CC=CC(=N1)C(=O)OCC1=CC=CC=C1 (Benzyl 6-(6-methoxy-2-phenyl-1H-indol-3-ylmethyl)pyridine-2-carboxylate). As a reaction SMILES: [CH3:1][O:2][C:3]1[CH:11]=[C:10]2[C:6]([C:7]([CH2:18][C:19]3[N:24]=[C:23]([C:25]([OH:27])=[O:26])[CH:22]=[CH:21][CH:20]=3)=[C:8]([C:12]3[CH:17]=[CH:16][CH:15]=[CH:14][CH:13]=3)[NH:9]2)=[CH:5][CH:4]=1.C(=O)([O-])[O-].[K+].[K+].[CH2:34](Br)[C:35]1[CH:40]=[CH:39][CH:38]=[CH:37][CH:36]=1>CN(C)C=O.O>[CH3:1][O:2][C:3]1[CH:11]=[C:10]2[C:6]([C:7]([CH2:18][C:19]3[N:24]=[C:23]([C:25]([O:27][CH2:34][C:35]4[CH:40]=[CH:39][CH:38]=[CH:37][CH:36]=4)=[O:26])[CH:22]=[CH:21][CH:20]=3)=[C:8]([C:12]3[CH:13]=[CH:14][CH:15]=[CH:16][CH:17]=3)[NH:9]2)=[CH:5][CH:4]=1 |f:1.2.3|. Procedure details: To a solution of 6-(6-methoxy-2-phenyl-1H-indol-3-ylmethyl)pyridine-2-carboxylic acid (3.00 g) in N,N-dimethylformamide (16.8 mL) were added potassium carbonate (1.39 g) and benzyl bromide (0.996 mL) successively, and this mixture was stirred at room temperature for 3 hours. The reaction mixture was diluted with water, followed by extraction with ethyl acetate. The organic layer was washed with water and saturated brine successively, dried over anhydrous sodium sulfate, and then concentrated und... The reactants are BrCCN1C=CC2=C1N=C(N=C2Cl)N (7-(2-bromoethyl)-4-chloro-7H-pyrrolo[2,3-d]pyrimidin-2-amine), FC1=C(C=CC(=C1)F)N1CCNCC1 (1-(2,4-difluorophenyl)piperazine), C([O-])([O-])=O.[K+].[K+] (potassium carbonate). Run in CC(=O)C (acetone). Conditions: temperature 50 celsius. Yields the product ClC=1C2=C(N=C(N1)N)N(C=C2)CCN2CCN(CC2)C2=C(C=C(C=C2)F)F (4-chloro-7-(2-(4-(2,4-difluorophenyl)piperazin-1-yl)ethyl)-7H-pyrrolo[2,3-d]pyrimidin-2-amine). RXN SMILES: Br[CH2:2][CH2:3][N:4]1[C:8]2[N:9]=[C:10]([NH2:14])[N:11]=[C:12]([Cl:13])[C:7]=2[CH:6]=[CH:5]1.[F:15][C:16]1[CH:21]=[C:20]([F:22])[CH:19]=[CH:18][C:17]=1[N:23]1[CH2:28][CH2:27][NH:26][CH2:25][CH2:24]1.C(=O)([O-])[O-].[K+].[K+]>CC(C)=O>[Cl:13][C:12]1[C:7]2[CH:6]=[CH:5][N:4]([CH2:3][CH2:2][N:26]3[CH2:25][CH2:24][N:23]([C:17]4[CH:18]=[CH:19][C:20]([F:22])=[CH:21][C:16]=4[F:15])[CH2:28][CH2:27]3)[C:8]=2[N:9]=[C:10]([NH2:14])[N:11]=1 |f:2.3.4|. Procedure details: To a solution of the title A compound in Example 29, 7-(2-bromoethyl)-4-chloro-7H-pyrrolo[2,3-d]pyrimidin-2-amine (225 mg, 0.817 mmol) and 1-(2,4-difluorophenyl)piperazine (193 mg, 0.976 mmol) in 1 mL of dry acetone is added potassium carbonate (322 mg, 2.44 mmol). The mixture is heated at 50° C. for 24 h, cooled to RT, concentrated in vacuo, and the residue taken up in water. The aqueous mixture is repeatedly extracted with EtOAc, and the combined organic extracts are dried (Na2SO4), filtered a... The solvent is mixture, C(C)(C)O (isopropanol), O1CCCC1 (tetrahydrofuran), [OH-].[K+] (potassium hydroxide). As a reaction SMILES: [CH3:1][Ge:2]([CH3:13])([CH3:12])[C:3]1[CH:4]=[C:5]([C:9](=[O:11])[CH3:10])[CH:6]=[CH:7][CH:8]=1.[CH:14]([C:16]1[CH:25]=[CH:24][C:19]([C:20]([O:22]C)=[O:21])=[CH:18][CH:17]=1)=O.Cl>C(O)(C)C.O1CCCC1.[OH-].[K+]>[CH3:13][Ge:2]([CH3:12])([CH3:1])[C:3]1[CH:4]=[C:5]([C:9](=[O:11])[CH:10]=[CH:14][C:16]2[CH:25]=[CH:24][C:19]([C:20]([OH:22])=[O:21])=[CH:18][CH:17]=2)[CH:6]=[CH:7][CH:8]=1 |f:5.6|. Procedure: 3'-Trimethylgermylacetophenone (49 mg, 0.2 mmol) and methyl 4-formylbenzoate (37 mg, 0.23 mmol) was dissolved in 5 ml of a mixture of 50% isopropanol and tetrahydrofuran, 1 ml of 1N aqueous potassium hydroxide solution was added, and the mixture was stirred overnight. The reaction mixture was adjusted to pH1 with 2N hydrochloric acid and extracted with AcOEt. The extract was evaporated and the residue was purified by column chromatography on silica gel (eluent: MeOH-methylene chloride) and recry... The product is C[Ge](C=1C=C(C=CC1)C(C=CC1=CC=C(C(=O)O)C=C1)=O)(C)C (4-[3-(3-Trimethylgermylphenyl)-3-oxo-1-propenyl]benzoic Acid). Conditions: time 8 hour. Reactants: C[Ge](C=1C=C(C=CC1)C(C)=O)(C)C (3'-Trimethylgermylacetophenone), C(=O)C1=CC=C(C(=O)OC)C=C1 (methyl 4-formylbenzoate), Cl (hydrochloric acid). Yield: 23.0%. Reactants: COC(=O)c1ccc(CBr)cc1, O=C(c1ccc(O)cc1)N1CCCC1CN1CCCC1. Yields the product COC(=O)c1ccc(COc2ccc(C(=O)N3CCCC3CN3CCCC3)cc2)cc1. As a reaction SMILES: [Br:21][CH2:22][c:23]1[cH:24][cH:25][c:26]([C:27](=[O:28])[O:29][CH3:30])[cH:31][cH:32]1.[OH:1][c:2]1[cH:3][cH:4][c:5]([C:8](=[O:9])[N:10]2[CH:11]([CH2:15][N:16]3[CH2:17][CH2:18][CH2:19][CH2:20]3)[CH2:12][CH2:13][CH2:14]2)[cH:6][cH:7]1>>[O:1]([c:2]1[cH:3][cH:4][c:5]([C:8](=[O:9])[N:10]2[CH:11]([CH2:15][N:16]3[CH2:17][CH2:18][CH2:19][CH2:20]3)[CH2:12][CH2:13][CH2:14]2)[cH:6][cH:7]1)[CH2:22][c:23]1[cH:24][cH:25][c:26]([C:27](=[O:28])[O:29][CH3:30])[cH:31][cH:32]1. Starting materials: CNC(=O)NC1CCN(CC1)CC1=CC2=CC=CC=C2C=C1 (1-Methyl-3-[1-(naphth-2-ylmethyl)piperid-4-yl]urea), C(C1=CC=CC=C1)(=O)Cl (benzoyl chloride), N1=CC=CC=C1 (pyridine). The solvent is C1(=CC=CC=C1)C (toluene). The product is C(C1=CC=CC=C1)(=O)N(C(=O)NC1CCN(CC1)CC1=CC2=CC=CC=C2C=C1)C (1-Benzoyl-1-methyl-3-[1-(naphth-2-ylmethyl)piperid-4-yl]urea). RXN SMILES: [CH3:1][NH:2][C:3]([NH:5][CH:6]1[CH2:11][CH2:10][N:9]([CH2:12][C:13]2[CH:22]=[CH:21][C:20]3[C:15](=[CH:16][CH:17]=[CH:18][CH:19]=3)[CH:14]=2)[CH2:8][CH2:7]1)=[O:4].[C:23](Cl)(=[O:30])[C:24]1[CH:29]=[CH:28][CH:27]=[CH:26][CH:25]=1.N1C=CC=CC=1>C1(C)C=CC=CC=1>[C:23]([N:2]([CH3:1])[C:3]([NH:5][CH:6]1[CH2:11][CH2:10][N:9]([CH2:12][C:13]2[CH:22]=[CH:21][C:20]3[C:15](=[CH:16][CH:17]=[CH:18][CH:19]=3)[CH:14]=2)[CH2:8][CH2:7]1)=[O:4])(=[O:30])[C:24]1[CH:29]=[CH:28][CH:27]=[CH:26][CH:25]=1. Reported procedure: 1-Methyl-3-[1-(naphth-2-ylmethyl)piperid-4-yl]urea (1.4 g.) (prepared by reacting 4-amino-1-(naphth-2-ylmethyl)piperidine with methyl isocyanate) in toluene (30 cm3) was acylated using benzoyl chloride (0.92 g) in presence of pyridine (0.6 g) to give the title compound: m.p. of HCl, hemihydrate salt =164°-166° C. Starting materials: BrC=1C=C2C=CC(NC2=CC1)=O (6-bromo-1H-quinolin-2-one), C(=O)([O-])[O-].[Na+].[Na+] (Na2CO3), tetrakis-triphenyl-phosphane palladium, ClC1=CC=C(C=C1)OB(O)O (4-chlorophenylboric acid). The solvent is O1CCOCC1 (1,4-dioxane), CO (MeOH). Run at temperature 110 celsius. Product: ClC1=CC=C(C=C1)C=1C=C2C=CC(NC2=CC1)=O (6-(4-chloro-phenyl)-1H-quinolin-2-one). RXN SMILES: Br[C:2]1[CH:3]=[C:4]2[C:9](=[CH:10][CH:11]=1)[NH:8][C:7](=[O:12])[CH:6]=[CH:5]2.C([O-])([O-])=O.[Na+].[Na+].[Cl:19][C:20]1[CH:25]=[CH:24][C:23](OB(O)O)=[CH:22][CH:21]=1>O1CCOCC1.CO>[Cl:19][C:20]1[CH:25]=[CH:24][C:23]([C:2]2[CH:3]=[C:4]3[C:9](=[CH:10][CH:11]=2)[NH:8][C:7](=[O:12])[CH:6]=[CH:5]3)=[CH:22][CH:21]=1 |f:1.2.3|. Procedure: A solution of 22.7 g (0.101 mol) 6-bromo-1H-quinolin-2-one in 380 mL 1,4-dioxane and 380 mL MeOH is combined with 141.5 ml (0.283 ml) 2 M Na2CO3 solution and saturated with argon. Then 3.735 g (3.23 mmol) tetrakis-triphenyl-phosphane-palladium and 4-chlorophenylboric acid are added successively. The reaction mixture is heated to 110° C. for four hours and then evaporated down to a volume of 300 mL. 1.2 L water are added and the precipitate is filtered off. The solid is dried at 55° C. in the dry... Reactants: CS(C)=O, CN(C)c1ccncc1, O=S(=O)(Cl)c1ccccc1F, CC(=O)Nc1nc2ccc(-c3cccc(N)n3)cc2s1. Product: CC(=O)Nc1nc2ccc(-c3cccc(NS(=O)(=O)c4ccccc4F)n3)cc2s1. Reaction SMILES: [CH3:32][S:33]([CH3:34])=[O:35].[CH3:36][N:37]([c:38]1[cH:39][cH:40][n:41][cH:42][cH:43]1)[CH3:44].[F:21][c:22]1[c:23]([S:28](=[O:29])(=[O:30])[Cl:31])[cH:24][cH:25][cH:26][cH:27]1.[NH2:1][c:2]1[cH:3][cH:4][cH:5][c:6](-[c:8]2[cH:9][c:10]3[c:11]([n:12][c:13]([NH:15][C:16]([CH3:17])=[O:18])[s:14]3)[cH:19][cH:20]2)[n:7]1>>[NH:1]([c:2]1[cH:3][cH:4][cH:5][c:6](-[c:8]2[cH:9][c:10]3[c:11]([n:12][c:13]([NH:15][C:16]([CH3:17])=[O:18])[s:14]3)[cH:19][cH:20]2)[n:7]1)[S:28]([c:23]1[c:22]([F:21])[cH:27][cH:26][cH:25][cH:24]1)(=[O:29])=[O:30]. Reactants: Cc1cc(C)c2c(C#N)c(C=CC(=O)O)n(C3CCCc4ccccc43)c2n1, O=C(Cl)C(=O)Cl, C1CCOC1, N#Cc1ccc(N)cc1, CN(C)C=O, O, c1ccncc1. Product: Cc1cc(C)c2c(C#N)c(C=CC(=O)Nc3ccc(C#N)cc3)n(C3CCCc4ccccc43)c2n1. Reaction SMILES: [C:1](#[N:2])[c:3]1[c:4]([CH:24]=[CH:25][C:26](=[O:27])[OH:28])[n:5]([CH:14]2[CH2:15][CH2:16][CH2:17][c:18]3[cH:19][cH:20][cH:21][cH:22][c:23]32)[c:6]2[n:7][c:8]([CH3:13])[cH:9][c:10]([CH3:12])[c:11]12.[C:29]([Cl:30])(=[O:31])[C:32]([Cl:33])=[O:34].[CH2:51]1[O:52][CH2:53][CH2:54][CH2:55]1.[NH2:35][c:36]1[cH:37][cH:38][c:39]([C:40]#[N:41])[cH:42][cH:43]1.[O:56]=[CH:57][N:58]([CH3:59])[CH3:60].[OH2:50].[cH:44]1[cH:45][cH:46][n:47][cH:48][cH:49]1>>[C:1](#[N:2])[c:3]1[c:4]([CH:24]=[CH:25][C:26](=[O:28])[NH:35][c:36]2[cH:37][cH:38][c:39]([C:40]#[N:41])[cH:42][cH:43]2)[n:5]([CH:14]2[CH2:15][CH2:16][CH2:17][c:18]3[cH:19][cH:20][cH:21][cH:22][c:23]32)[c:6]2[n:7][c:8]([CH3:13])[cH:9][c:10]([CH3:12])[c:11]12.